This data is from the Open Reaction Database (ORD), a public repository of structured organic reaction records. The task is: describe an organic reaction: reactants, conditions, products, and yield Reactants: C=CCON=C(C(=O)OCC)c1csc(NC(c2ccccc2)(c2ccccc2)c2ccccc2)n1, O=CO, C1CCOC1. RXN SMILES: [C:1]([c:2]1[cH:3][cH:4][cH:5][cH:6][cH:7]1)([c:8]1[cH:9][cH:10][cH:11][cH:12][cH:13]1)([c:14]1[cH:15][cH:16][cH:17][cH:18][cH:19]1)[NH:20][c:21]1[s:22][cH:23][c:24]([C:26]([C:27](=[O:28])[O:29][CH2:30][CH3:31])=[N:32][O:33][CH2:34][CH:35]=[CH2:36])[n:25]1.[CH:37]([OH:38])=[O:39].[O:40]1[CH2:41][CH2:42][CH2:43][CH2:44]1>>[NH2:20][c:21]1[s:22][cH:23][c:24]([C:26]([C:27](=[O:28])[O:29][CH2:30][CH3:31])=[N:32][O:33][CH2:34][CH:35]=[CH2:36])[n:25]1. The product is C=CCON=C(C(=O)OCC)c1csc(N)n1.